This data is from the Open Reaction Database (ORD), a public repository of structured organic reaction records. The task is: describe an organic reaction: reactants, conditions, products, and yield Starting materials: C(C)(=O)O (acetic acid), ( E ), CC(C(=O)OCC)=CC1=C(C=CC=C1)[N+](=O)[O-] (ethyl 2-methyl-3-(2-nitrophenyl)-2-propenate). The reagents and catalysts are [Fe] (iron). Run in O (water). Conditions: time 1 hour. Yields the product NC1=C(C=CC=C1)C=C(C(=O)OCC)C (ethyl 3-(2-aminophenyl)-2-methyl-2-propenate), product. Yield: 71.5%. Reaction SMILES: C(O)(=O)C.[CH3:5][C:6](=[CH:12][C:13]1[CH:18]=[CH:17][CH:16]=[CH:15][C:14]=1[N+:19]([O-])=O)[C:7]([O:9][CH2:10][CH3:11])=[O:8]>[Fe].O>[NH2:19][C:14]1[CH:15]=[CH:16][CH:17]=[CH:18][C:13]=1[CH:12]=[C:6]([CH3:5])[C:7]([O:9][CH2:10][CH3:11])=[O:8]. Procedure: Into 160 ml of acetic acid, 10 g (42.5 mmol) of (E) ethyl 2-methyl-3-(2-nitrophenyl)-2-propenate were dissolved. While the solution was stirred, 10.9 g (195.2 mmol) of iron powder (Koso Chem. Co.) and 12 ml of distilled water were added thereto at room temperature; and temperature was raised, so that reflux was carried out for 1 hour at 100° C. After the end point of the reaction was verified by TLC, the reaction liquid was cooled, and acetic acid was evaporated under a reduced pressure. Ethyl a... The reactants are COC(=O)C(C)(C)c1ccc(C(=O)CCCN2CCC(C(O)(c3ccccc3)c3ccccc3)CC2)cc1, CO, Cl, [Na+], [OH-]. The product is Cl, CC(C)(C(=O)O)c1ccc(C(=O)CCCN2CCC(C(O)(c3ccccc3)c3ccccc3)CC2)cc1. As a reaction SMILES: [CH3:1][O:2][C:3]([C:4]([c:5]1[cH:6][cH:7][c:8]([C:11]([CH2:12][CH2:13][CH2:14][N:15]2[CH2:16][CH2:17][CH:18]([C:21]([c:22]3[cH:23][cH:24][cH:25][cH:26][cH:27]3)([c:28]3[cH:29][cH:30][cH:31][cH:32][cH:33]3)[OH:34])[CH2:19][CH2:20]2)=[O:35])[cH:9][cH:10]1)([CH3:36])[CH3:37])=[O:38].[CH3:42][OH:43].[ClH:41].[Na+:40].[OH-:39]>>[ClH:41].[O:2]=[C:3]([C:4]([c:5]1[cH:6][cH:7][c:8]([C:11]([CH2:12][CH2:13][CH2:14][N:15]2[CH2:16][CH2:17][CH:18]([C:21]([c:22]3[cH:23][cH:24][cH:25][cH:26][cH:27]3)([c:28]3[cH:29][cH:30][cH:31][cH:32][cH:33]3)[OH:34])[CH2:19][CH2:20]2)=[O:35])[cH:9][cH:10]1)([CH3:36])[CH3:37])[OH:38].